This data is from the Open Reaction Database (ORD), a public repository of structured organic reaction records. The task is: describe an organic reaction: reactants, conditions, products, and yield Reactants: C1CCOC1, O=C(O)c1ccc(Nc2cccc(F)c2)c([N+](=O)[O-])c1. Yields the product Nc1cc(C(=O)O)ccc1Nc1cccc(F)c1. As a reaction SMILES: [CH2:21]1[O:22][CH2:23][CH2:24][CH2:25]1.[F:1][c:2]1[cH:3][c:4]([NH:8][c:9]2[c:10]([N+:18]([O-:19])=[O:20])[cH:11][c:12]([C:13](=[O:14])[OH:15])[cH:16][cH:17]2)[cH:5][cH:6][cH:7]1>>[F:1][c:2]1[cH:3][c:4]([NH:8][c:9]2[c:10]([NH2:18])[cH:11][c:12]([C:13](=[O:14])[OH:15])[cH:16][cH:17]2)[cH:5][cH:6][cH:7]1. Reactants: [N+](=O)([O-])C=1C=C(C=CC1)OC[C@@H]1CO1 ((S)-Glycidyl m-Nitrophenyl Ether). Reagents/catalysts: [Pd].NCCN (Pd/C(en)). Run in C1CCOC1 (THF). Yields the product NC=1C=C(C=CC1)OC[C@@H]1CO1 ((S)-Glycidyl m-Aminophenyl Ether). RXN SMILES: [N+:1]([C:4]1[CH:5]=[C:6]([O:10][CH2:11][C@H:12]2[O:14][CH2:13]2)[CH:7]=[CH:8][CH:9]=1)([O-])=O>C1COCC1.[Pd].NCCN>[NH2:1][C:4]1[CH:5]=[C:6]([O:10][CH2:11][C@H:12]2[O:14][CH2:13]2)[CH:7]=[CH:8][CH:9]=1 |f:2.3|. Reported procedure: Compound 16a-S (0.5 g, 2.6 mmol) and % 5 Pd/C(en) (10% of the weight of starting material) in 5 ml anhydrous THF was hydrogenated at ambient pressure and temperature for 3-5 hours. The reaction mixture was filtered by using a membrane filter (13, 0.22 μm), and the filtrate was concentrated in vacuo. The resulting compound is a crude mixture of nitro group reduction and epoxide ring opening. Isolation of the desired compound was difficult because of the lability of the components of the mixture o... Starting materials: CCCCCCCCCCCCOc1ccc(-c2ccc(CCCCC(=O)OCC)cc2)cc1, CCO, Cl, [K+], [OH-], O. The product is CCCCCCCCCCCCOc1ccc(-c2ccc(CCCCC(=O)O)cc2)cc1. Reaction SMILES: [CH2:1]([CH2:2][CH2:3][CH2:4][CH2:5][CH2:6][CH2:7][CH2:8][CH2:9][CH2:10][CH2:11][CH3:12])[O:13][c:14]1[cH:15][cH:16][c:17](-[c:20]2[cH:21][cH:22][c:23]([CH2:26][CH2:27][CH2:28][CH2:29][C:30](=[O:31])[O:32][CH2:33][CH3:34])[cH:24][cH:25]2)[cH:18][cH:19]1.[CH3:37][CH2:38][OH:39].[ClH:41].[K+:36].[OH-:35].[OH2:40]>>[CH2:1]([CH2:2][CH2:3][CH2:4][CH2:5][CH2:6][CH2:7][CH2:8][CH2:9][CH2:10][CH2:11][CH3:12])[O:13][c:14]1[cH:15][cH:16][c:17](-[c:20]2[cH:21][cH:22][c:23]([CH2:26][CH2:27][CH2:28][CH2:29][C:30](=[O:31])[OH:32])[cH:24][cH:25]2)[cH:18][cH:19]1.